The task is: describe an organic reaction: reactants, conditions, products, and yield. This data is from the Open Reaction Database (ORD), a public repository of structured organic reaction records. Starting materials: CC1(OB(OC1(C)C)C=1C=C2CCC(NC2=CC1)=O)C (6-(4,4,5,5-tetramethyl-1,3,2-dioxaborolan-2-yl)-3,4-dihydroquinolin-2(1H)-one), C(C)(C)(C)OC(=O)N1C[C@H](CC1)OC=1C=NC=C(C1)Br ((S)-3-(5-bromo-pyridin-3-yloxy)-pyrrolidine-1-carboxylic acid tert-butyl ester). Product: C(C)(C)(C)OC(=O)N1C[C@H](CC1)OC=1C=NC=C(C1)C=1C=C2CCC(NC2=CC1)=O ((S)-3-[5-(2-oxo-1,2,3,4-tetrahydro-quinolin-6-yl)-pyridin-3-yloxy]-pyrrolidine-1-carboxylic acid tert-butyl ester). RXN SMILES: CC1(C)C(C)(C)OB([C:9]2[CH:10]=[C:11]3[C:16](=[CH:17][CH:18]=2)[NH:15][C:14](=[O:19])[CH2:13][CH2:12]3)O1.[C:21]([O:25][C:26]([N:28]1[CH2:32][CH2:31][C@H:30]([O:33][C:34]2[CH:35]=[N:36][CH:37]=[C:38](Br)[CH:39]=2)[CH2:29]1)=[O:27])([CH3:24])([CH3:23])[CH3:22]>>[C:21]([O:25][C:26]([N:28]1[CH2:32][CH2:31][C@H:30]([O:33][C:34]2[CH:35]=[N:36][CH:37]=[C:38]([C:9]3[CH:10]=[C:11]4[C:16](=[CH:17][CH:18]=3)[NH:15][C:14](=[O:19])[CH2:13][CH2:12]4)[CH:39]=2)[CH2:29]1)=[O:27])([CH3:24])([CH3:22])[CH3:23]. Procedure: In analogy to the procedure described for the preparation of example 45, 6-(4,4,5,5-tetramethyl-1,3,2-dioxaborolan-2-yl)-3,4-dihydroquinolin-2(1H)-one (intermediate A-34) has been coupled to (S)-3-(5-bromo-pyridin-3-yloxy)-pyrrolidine-1-carboxylic acid tert-butyl ester (intermediate A-29) to give the title compound as a dark grey amorphous solid. MS: 410.6 (M+H+). Starting materials: CCCN(CCC)C1CCc2cccc(SC)c2C1, CS(=O)(=O)O, [O-][I+3]([O-])([O-])[O-], [NH4+], [Na+], [OH-], O. Product: CCCN(CCC)C1CCc2cccc(S(C)=O)c2C1. Reaction SMILES: [CH2:6]([CH2:7][CH3:8])[N:9]([CH:10]1[CH2:11][c:12]2[c:13]([S:20][CH3:21])[cH:14][cH:15][cH:16][c:17]2[CH2:18][CH2:19]1)[CH2:22][CH2:23][CH3:24].[CH3:1][S:2](=[O:3])([OH:4])=[O:5].[I+3:25]([O-:26])([O-:27])([O-:28])[O-:29].[NH4+:32].[Na+:30].[OH-:31].[OH2:33]>>[CH3:1][S:2](=[O:5])[c:13]1[c:12]2[c:17]([cH:16][cH:15][cH:14]1)[CH2:18][CH2:19][CH:10]([N:9]([CH2:6][CH2:7][CH3:8])[CH2:22][CH2:23][CH3:24])[CH2:11]2. The reactants are CCOC(=O)CSc1cnc(N)s1, CCC(C)Oc1cc(Oc2ccc(F)cc2)cc(C(=O)O)c1. The product is CCOC(=O)CSc1cnc(NC(=O)c2cc(Oc3ccc(F)cc3)cc(OC(C)CC)c2)s1. As a reaction SMILES: [CH2:23]([CH3:24])[O:25][C:26]([CH2:27][S:28][c:29]1[cH:30][n:31][c:32]([NH2:34])[s:33]1)=[O:35].[CH:1]([CH3:2])([CH2:3][CH3:4])[O:5][c:6]1[cH:7][c:8]([C:9](=[O:10])[OH:11])[cH:12][c:13]([O:15][c:16]2[cH:17][cH:18][c:19]([F:22])[cH:20][cH:21]2)[cH:14]1>>[CH:1]([CH3:2])([CH2:3][CH3:4])[O:5][c:6]1[cH:7][c:8]([C:9](=[O:11])[NH:34][c:32]2[n:31][cH:30][c:29]([S:28][CH2:27][C:26]([O:25][CH2:23][CH3:24])=[O:35])[s:33]2)[cH:12][c:13]([O:15][c:16]2[cH:17][cH:18][c:19]([F:22])[cH:20][cH:21]2)[cH:14]1. Reactants: CC(C)([O-])C.[Na+] (sodium tert-butoxide), O=C1NC2=CC=C(C=C2C1)C(=O)OC (methyl 2-oxo-5-indolinecarboxylate), ClC1=NC=NC=2CCCCC12 (4-chloro-5,6,7,8-tetrahydroquinazoline). Yields the product COC(=O)C=1C=C2C(=C(NC2=CC1)O)C1=NC=NC=2CCCCC12 (2-Hydroxy-3-(5,6,7,8-tetrahydroquinazolin-4-yl)-1H-indole-5-carboxylic acid methyl ester). Reaction SMILES: CC(C)([O-])C.[Na+].[O:7]=[C:8]1[CH2:16][C:15]2[C:10](=[CH:11][CH:12]=[C:13]([C:17]([O:19][CH3:20])=[O:18])[CH:14]=2)[NH:9]1.Cl[C:22]1[C:31]2[CH2:30][CH2:29][CH2:28][CH2:27][C:26]=2[N:25]=[CH:24][N:23]=1>>[CH3:20][O:19][C:17]([C:13]1[CH:14]=[C:15]2[C:10](=[CH:11][CH:12]=1)[NH:9][C:8]([OH:7])=[C:16]2[C:22]1[C:31]2[CH2:30][CH2:29][CH2:28][CH2:27][C:26]=2[N:25]=[CH:24][N:23]=1)=[O:18] |f:0.1|. Reported procedure: The title compound was synthesized according to the procedure described for Example 9 using sodium tert-butoxide (48 mg, 0.5 mmol), methyl 2-oxo-5-indolinecarboxylate (21 mg, 0.11 mmol) and 4-chloro-5,6,7,8-tetrahydroquinazoline solution (0.1 mL, 1 M in N-methylpyrrolidinone, corresponding to 17 mg, 0.1 mmol; described in: Budesinsky Z., Roubinek F. Collect. Czech. Chem. Commun., 1964, 29, 2341). The crude oil was purified on SCX-column pre-rinsed with methanol using ethyl acetate, methylene chl...